From a dataset of the Open Reaction Database (ORD), a public repository of structured organic reaction records. describe an organic reaction: reactants, conditions, products, and yield The reactants are C=CCCBr, O=C([O-])[O-], C1CCNC1, [Cs+], [Cs+], CN(C)C=O. Yields the product C=CCCN1CCCC1. RXN SMILES: [Br:1][CH2:2][CH2:3][CH:4]=[CH2:5].[C:11](=[O:12])([O-:13])[O-:14].[CH2:6]1[CH2:7][CH2:8][NH:9][CH2:10]1.[Cs+:15].[Cs+:16].[O:17]=[CH:18][N:19]([CH3:20])[CH3:21]>>[CH2:2]([CH2:3][CH:4]=[CH2:5])[N:9]1[CH2:8][CH2:7][CH2:6][CH2:10]1.